From a dataset of the Open Reaction Database (ORD), a public repository of structured organic reaction records. describe an organic reaction: reactants, conditions, products, and yield Reactants: ONCc1ccccc1, CC(C)O, c1ccc(OCC2CO2)cc1. Yields the product OC(COc1ccccc1)CN(O)Cc1ccccc1. RXN SMILES: [CH2:1]([c:2]1[cH:3][cH:4][cH:5][cH:6][cH:7]1)[NH:8][OH:9].[CH:21]([OH:22])([CH3:23])[CH3:24].[c:10]1([O:16][CH2:17][CH:18]2[CH2:19][O:20]2)[cH:11][cH:12][cH:13][cH:14][cH:15]1>>[CH2:1]([c:2]1[cH:3][cH:4][cH:5][cH:6][cH:7]1)[N:8]([OH:9])[CH2:19][CH:18]([CH2:17][O:16][c:10]1[cH:11][cH:12][cH:13][cH:14][cH:15]1)[OH:20]. The reactants are ClC1=C(C=CC(=C1)Cl)C(C(C)OC=1NN=C(C1N1N=C(C=C1)C(F)(F)F)C)=O (1-(2,4-Dichloro-phenyl)-2-(5′-methyl-3-trifluoromethyl-2′H-[1,4′]bipyrazolyl-3′-yloxy)-propan-1-one). Reagents/catalysts: [Ti](Cl)(Cl)(Cl)Cl (titanium tetrachloride). The solvent is ClCCCl (1,2-dichloroethane). Reaction conditions: temperature 85 celsius, time 3 hour. Yields the product ClC1=C(C=CC(=C1)Cl)C=1N2C(OC1C)=C(C(=N2)C)N2N=C(C=C2)C(F)(F)F (3-(2,4-Dichloro-phenyl)-7-(3-trifluoromethyl-pyrazol-1-yl)-2,6-dimethyl-pyrazolo[5,1-b]oxazole). As a reaction SMILES: [Cl:1][C:2]1[CH:7]=[C:6]([Cl:8])[CH:5]=[CH:4][C:3]=1[C:9](=O)[CH:10]([O:12][C:13]1[NH:14][N:15]=[C:16]([CH3:27])[C:17]=1[N:18]1[CH:22]=[CH:21][C:20]([C:23]([F:26])([F:25])[F:24])=[N:19]1)[CH3:11]>ClCCCl.[Ti](Cl)(Cl)(Cl)Cl>[Cl:1][C:2]1[CH:7]=[C:6]([Cl:8])[CH:5]=[CH:4][C:3]=1[C:9]1[N:14]2[N:15]=[C:16]([CH3:27])[C:17]([N:18]3[CH:22]=[CH:21][C:20]([C:23]([F:26])([F:25])[F:24])=[N:19]3)=[C:13]2[O:12][C:10]=1[CH3:11]. Reported procedure: 1-(2,4-Dichloro-phenyl)-2-(5′-methyl-3-trifluoromethyl-2′H-[1,4′]bipyrazolyl-3′-yloxy)-propan-1-one (150 mg, 0.346 mmol) is dissolved in 1,2-dichloroethane (1.39 ml) and titanium tetrachloride (0.046 ml, 0.416 mmol) is added; the reaction mixture is stirred at 85° C. under N2 for 3 hours. The reaction mixture is allowed to cool to RT and quenched with sat. ammonium chloride then added to a further 50 ml solution of ammonium chloride. The crude product is extracted with EtOAc (2×50 ml). The combi... Starting materials: CC(=O)OC(C)=O, ClCCl, O=C1C(O)CCN1CC#CCN1CCCC1. Product: CC(=O)OC1CCN(CC#CCN2CCCC2)C1=O. Reaction SMILES: [CH3:17][C:18](=[O:19])[O:20][C:21](=[O:22])[CH3:23].[Cl:24][CH2:25][Cl:26].[OH:1][CH:2]1[C:3](=[O:16])[N:4]([CH2:7][C:8]#[C:9][CH2:10][N:11]2[CH2:12][CH2:13][CH2:14][CH2:15]2)[CH2:5][CH2:6]1>>[O:1]([CH:2]1[C:3](=[O:16])[N:4]([CH2:7][C:8]#[C:9][CH2:10][N:11]2[CH2:12][CH2:13][CH2:14][CH2:15]2)[CH2:5][CH2:6]1)[C:18]([CH3:17])=[O:19]. Starting materials: alkyl chloroformate, C([O-])(O)=O.[Na+] (sodium bicarbonate), ClC(=O)OC (methyl chloroformate), Br.CN1C(=NCC1C1=CC=CC=C1)N (1-methyl-2-amino-5-phenyl-2-imidazoline hydrobromide). The solvent is CC(=O)C (acetone). Reaction conditions: time 16 hour. The product is CN1C(=NCC1C1=CC=CC=C1)NC(=O)OC (1-methyl-4,5-dihydro-5-phenyl-2-methoxycarbonylaminoimidazole). RXN SMILES: Cl[C:2]([O:4][CH3:5])=[O:3].Br.[CH3:7][N:8]1[CH:12]([C:13]2[CH:18]=[CH:17][CH:16]=[CH:15][CH:14]=2)[CH2:11][N:10]=[C:9]1[NH2:19].C(=O)(O)[O-].[Na+]>CC(C)=O>[CH3:7][N:8]1[CH:12]([C:13]2[CH:18]=[CH:17][CH:16]=[CH:15][CH:14]=2)[CH2:11][N:10]=[C:9]1[NH:19][C:2]([O:4][CH3:5])=[O:3] |f:1.2,3.4|. Procedure details: This example illustrates another process embodiment of the invention wherein an alkyl chloroformate is used as one of the reagents. In the example, 0.8 g. of methyl chloroformate is added over a five minute period to a stirring mixture of 2 g. 1-methyl-2-amino-5-phenyl-2-imidazoline hydrobromide, 1.4 g. sodium bicarbonate, and 20 ml. acetone held at 0° C. After addition is complete, the mixture is allowed to warm to room temperature and then stirred for 16 hours at room temperature. The mixture ... Reactants: N1=CC(=CC=C1)C=1NC2=CC=C(C=C2C1)C#N (2-pyridin-3-yl-1H-indole-5-carbonitrile), [H-].[Na+] (sodium hydride), C(#N)C=1C=C(C=CC1)S(=O)(=O)Cl (3-Cyanobenzenesulfonyl chloride). Solvent: CN(C)C=O (DMF), CN(C)C=O (DMF). Run at temperature 0 celsius, time 10 minute. Product: C(#N)C=1C=C(C=CC1)S(=O)(=O)N1C(=CC2=CC(=CC=C12)C#N)C=1C=NC=CC1 (1-(3-cyano-benzenesulfonyl)2-pyridin-3-yl-1H-indole-5-carbonitrile). As a reaction SMILES: [N:1]1[CH:6]=[CH:5][CH:4]=[C:3]([C:7]2[NH:8][C:9]3[C:14]([CH:15]=2)=[CH:13][C:12]([C:16]#[N:17])=[CH:11][CH:10]=3)[CH:2]=1.[H-].[Na+].[C:20]([C:22]1[CH:23]=[C:24]([S:28](Cl)(=[O:30])=[O:29])[CH:25]=[CH:26][CH:27]=1)#[N:21]>CN(C=O)C>[C:20]([C:22]1[CH:23]=[C:24]([S:28]([N:8]2[C:9]3[C:14](=[CH:13][C:12]([C:16]#[N:17])=[CH:11][CH:10]=3)[CH:15]=[C:7]2[C:3]2[CH:2]=[N:1][CH:6]=[CH:5][CH:4]=2)(=[O:30])=[O:29])[CH:25]=[CH:26][CH:27]=1)#[N:21] |f:1.2|. Procedure: To a solution of 2-pyridin-3-yl-1H-indole-5-carbonitrile (Example 8, 300 mg, 1.37 mmol) at 0° C. in DMF (12 mL) is added 60% sodium hydride (82 mg, 2.06 mmol) and the mixture stirred for 10 min at 0° C. The reaction mixture is then warmed to room temperature and stirred for 30 min. 3-Cyanobenzenesulfonyl chloride (552 mg, 2.74 mmol) in DMF (2 mL) is added dropwise at 0° C. and the reaction is stirred at room temperature for 1 h. The reaction is quenched by adding water (1 mL). The resulting mixt...